Dataset: the Open Reaction Database (ORD), a public repository of structured organic reaction records. Task: describe an organic reaction: reactants, conditions, products, and yield Starting materials: C(C)(=O)NC(C(C)=O)C(C)C (N-acetyl-2-keto-3-amino-4-methylpentane), Cl (hydrochloric acid). The solvent is C(C)O (ethanol). The product is Cl.O=C(C)C(C(C)C)N (2-keto-3-amino-4-methylpentane hydrochloride). Yield: 63.0%. Reaction SMILES: C([NH:4][CH:5]([CH:9]([CH3:11])[CH3:10])[C:6](=[O:8])[CH3:7])(=O)C.[ClH:12]>C(O)C>[ClH:12].[O:8]=[C:6]([CH:5]([NH2:4])[CH:9]([CH3:11])[CH3:10])[CH3:7] |f:3.4|. Reported procedure: A mixture of N-acetyl-2-keto-3-amino-4-methylpentane (6.33 g, 40.3 mmol) and 6M hydrochloric acid (65 ml) was heated at reflux overnight. The reaction mixture was cooled to room temperature, ethanol (100 ml) was added and the mixture concentrated under reduced pressure. The mixture was triturated with ether to give a precipitate which was collected by filtration. Crystallisation from acetone gave 2-keto-3-amino-4-methylpentane hydrochloride (2.9 g, 63%) as a white crystalline solid.